From a dataset of the Open Reaction Database (ORD), a public repository of structured organic reaction records. describe an organic reaction: reactants, conditions, products, and yield Starting materials: CCCCCCCCCCCBr, CCO, [Na+], [OH-], OCCCc1cccc(O)c1. Yields the product CCCCCCCCCCCOc1cccc(CCCO)c1. RXN SMILES: [CH2:3]([CH2:4][CH2:5][CH2:6][CH2:7][CH2:8][CH2:9][CH2:10][CH2:11][CH2:12][CH3:13])[Br:14].[CH3:26][CH2:27][OH:28].[Na+:2].[OH-:1].[OH:15][c:16]1[cH:17][c:18]([CH2:22][CH2:23][CH2:24][OH:25])[cH:19][cH:20][cH:21]1>>[CH2:3]([CH2:4][CH2:5][CH2:6][CH2:7][CH2:8][CH2:9][CH2:10][CH2:11][CH2:12][CH3:13])[O:15][c:16]1[cH:17][c:18]([CH2:22][CH2:23][CH2:24][OH:25])[cH:19][cH:20][cH:21]1. The reactants are CCOC(=O)CCc1cn(Cc2ccc(OCc3nc(-c4ccccc4)oc3C)cc2)nc1OC, CCO, Cl, [Na+], C1CCOC1, [OH-]. The product is COc1nn(Cc2ccc(OCc3nc(-c4ccccc4)oc3C)cc2)cc1CCC(=O)O. As a reaction SMILES: [CH3:1][O:2][c:3]1[n:4][n:5]([CH2:15][c:16]2[cH:17][cH:18][c:19]([O:22][CH2:23][c:24]3[n:25][c:26](-[c:30]4[cH:31][cH:32][cH:33][cH:34][cH:35]4)[o:27][c:28]3[CH3:29])[cH:20][cH:21]2)[cH:6][c:7]1[CH2:8][CH2:9][C:10](=[O:11])[O:12][CH2:13][CH3:14].[CH3:43][CH2:44][OH:45].[ClH:46].[Na+:37].[O:38]1[CH2:39][CH2:40][CH2:41][CH2:42]1.[OH-:36]>>[CH3:1][O:2][c:3]1[n:4][n:5]([CH2:15][c:16]2[cH:17][cH:18][c:19]([O:22][CH2:23][c:24]3[n:25][c:26](-[c:30]4[cH:31][cH:32][cH:33][cH:34][cH:35]4)[o:27][c:28]3[CH3:29])[cH:20][cH:21]2)[cH:6][c:7]1[CH2:8][CH2:9][C:10](=[O:11])[OH:12]. The reactants are O=S(=O)(c1ccccc1)N1CC(O)CN(Cc2ccccc2)CC(O)C1, CS(=O)(=O)O, Cc1ccccc1. Product: O=S(=O)(c1ccccc1)N1CC2CN(Cc3ccccc3)CC(C1)O2. Reaction SMILES: [CH2:1]([c:2]1[cH:3][cH:4][cH:5][cH:6][cH:7]1)[N:8]1[CH2:9][CH:10]([OH:26])[CH2:11][N:12]([S:17](=[O:18])(=[O:19])[c:20]2[cH:21][cH:22][cH:23][cH:24][cH:25]2)[CH2:13][CH:14]([OH:16])[CH2:15]1.[CH3:27][S:28](=[O:29])(=[O:30])[OH:31].[CH3:32][c:33]1[cH:34][cH:35][cH:36][cH:37][cH:38]1>>[CH2:1]([c:2]1[cH:3][cH:4][cH:5][cH:6][cH:7]1)[N:8]1[CH2:9][CH:10]2[CH2:11][N:12]([S:17](=[O:18])(=[O:19])[c:20]3[cH:21][cH:22][cH:23][cH:24][cH:25]3)[CH2:13][CH:14]([CH2:15]1)[O:16]2.